Dataset: the Open Reaction Database (ORD), a public repository of structured organic reaction records. Task: describe an organic reaction: reactants, conditions, products, and yield Starting materials: CS(=O)(=O)C1=CC=C(C=C1)C1=CSC=C1C1=CC=C(C=C1)OC (3-(4-methylsulphonylphenyl)-4-(4-methoxyphenyl)thiophene), BrBr (Br2). Solvent: C(C)(=O)O (acetic acid), C(C)(=O)O (acetic acid). Run at time 15 minute. Product: CS(=O)(=O)C1=CC=C(C=C1)C1=CSC(=C1C1=CC=C(C=C1)OC)Br (3-(4-methylsulfonylphenyl)-4-(4-methoxyphenyl)-5-bromothiophene). Reaction SMILES: [CH3:1][S:2]([C:5]1[CH:10]=[CH:9][C:8]([C:11]2[C:15]([C:16]3[CH:21]=[CH:20][C:19]([O:22][CH3:23])=[CH:18][CH:17]=3)=[CH:14][S:13][CH:12]=2)=[CH:7][CH:6]=1)(=[O:4])=[O:3].[Br:24]Br>C(O)(=O)C>[CH3:1][S:2]([C:5]1[CH:6]=[CH:7][C:8]([C:11]2[C:15]([C:16]3[CH:21]=[CH:20][C:19]([O:22][CH3:23])=[CH:18][CH:17]=3)=[C:14]([Br:24])[S:13][CH:12]=2)=[CH:9][CH:10]=1)(=[O:4])=[O:3]. Procedure: 3-(4-methylsulphonylphenyl)-4-(4-methoxyphenyl)thiophene from Example 6 (9.3 mg) was dissolved in acetic acid (10 ml) and heated to 90° C. at which time Br2 in acetic acid (1.0M, 27 μl) was added in one portion. The reaction was stirred for 15 minutes at which time the solvent was removed at reduced pressure. The residue was dissolved in a minimum of ethyl acetate and chromatographed on silica, eluting with 2.5% isopropanol in hexane, yielding 3-(4-methylsulfonylphenyl)-4-(4-methoxyphenyl)-5-bro... Starting materials: O=CO, COc1ccc2c(c1)c(-c1ccc(C(C)C)cc1)nc(=O)n2Cc1cccc(N)c1. Product: COc1ccc2c(c1)c(-c1ccc(C(C)C)cc1)nc(=O)n2Cc1cccc(NC=O)c1. Reaction SMILES: [CH:31](=[O:32])[OH:33].[NH2:1][c:2]1[cH:3][c:4]([CH2:5][n:6]2[c:7](=[O:27])[n:8][c:9](-[c:18]3[cH:19][cH:20][c:21]([CH:24]([CH3:25])[CH3:26])[cH:22][cH:23]3)[c:10]3[cH:11][c:12]([O:16][CH3:17])[cH:13][cH:14][c:15]23)[cH:28][cH:29][cH:30]1>>[NH:1]([c:2]1[cH:3][c:4]([CH2:5][n:6]2[c:7](=[O:27])[n:8][c:9](-[c:18]3[cH:19][cH:20][c:21]([CH:24]([CH3:25])[CH3:26])[cH:22][cH:23]3)[c:10]3[cH:11][c:12]([O:16][CH3:17])[cH:13][cH:14][c:15]23)[cH:28][cH:29][cH:30]1)[CH:31]=[O:32]. Starting materials: FC1=CC=C(C=C1)OC(N(C)[C@@H]1CNC[C@H]1C1=CC=C(C=C1)Cl)=O ([(3S,4R)-4-(4-chloro-phenyl)-pyrrolidin-3-yl]-methyl-carbamic acid 4-fluoro-phenyl ester), FC1(CCC(CC1)C(=O)O)F (4,4-Difluoro-cyclohexanecarboxylic acid). The product is FC1=CC=C(C=C1)OC(N(C)[C@@H]1CN(C[C@H]1C1=CC=C(C=C1)Cl)C(=O)C1CCC(CC1)(F)F)=O ([(3S,4R)-4-(4-chloro-phenyl)-1-(4,4-difluoro-cyclohexanecarbonyl)-pyrrolidin-3-yl]-methyl-carbamic acid 4-fluoro-phenyl ester). As a reaction SMILES: [F:1][C:2]1[CH:7]=[CH:6][C:5]([O:8][C:9](=[O:24])[N:10]([C@H:12]2[C@H:16]([C:17]3[CH:22]=[CH:21][C:20]([Cl:23])=[CH:19][CH:18]=3)[CH2:15][NH:14][CH2:13]2)[CH3:11])=[CH:4][CH:3]=1.[F:25][C:26]1([F:35])[CH2:31][CH2:30][CH:29]([C:32](O)=[O:33])[CH2:28][CH2:27]1>>[F:1][C:2]1[CH:7]=[CH:6][C:5]([O:8][C:9](=[O:24])[N:10]([C@H:12]2[C@H:16]([C:17]3[CH:22]=[CH:21][C:20]([Cl:23])=[CH:19][CH:18]=3)[CH2:15][N:14]([C:32]([CH:29]3[CH2:30][CH2:31][C:26]([F:35])([F:25])[CH2:27][CH2:28]3)=[O:33])[CH2:13]2)[CH3:11])=[CH:4][CH:3]=1. Procedure details: In analogy to the procedure described for the synthesis of example 44 (step c), the title compound [(3S,4R)-4-(4-chloro-phenyl)-1-(4,4-difluoro-cyclohexanecarbonyl)-pyrrolidin-3-yl]-methyl-carbamic acid 4-fluoro-phenyl ester was prepared from [(3S,4R)-4-(4-chloro-phenyl)-pyrrolidin-3-yl]-methyl-carbamic acid 4-fluoro-phenyl ester using 4,4-Difluoro-cyclohexanecarboxylic acid instead of 1-methylcyclopropane-1-carboxylic acid and was obtained as an off-white solid. MS m/e: 494.2 [M]+. The reactants are BrC1=CN2C3=C(C(C2=C1)=O)SC=C3C3=CC=C(C=C3)OC (6-Bromo-3-(4-methoxyphenyl)-8H-thieno[2,3-b]pyrrolizin-8-one), [N+](=O)([O-])C (nitromethane), [OH-].[K+] (potassium hydroxide). The product is [N+](=O)([O-])C1=CN2C3=C(C(C2=C1)=O)SC=C3C3=CC=C(C=C3)OC (6-Nitro-3-(4-methoxyphenyl)-8H-thieno[2,3-b]pyrrolizin-8-one). Reaction SMILES: Br[C:2]1[CH:9]=[C:8]2[N:4]([C:5]3[C:13]([C:14]4[CH:19]=[CH:18][C:17]([O:20][CH3:21])=[CH:16][CH:15]=4)=[CH:12][S:11][C:6]=3[C:7]2=[O:10])[CH:3]=1.[OH-].[K+].[N+:24](C)([O-:26])=[O:25]>>[N+:24]([C:2]1[CH:9]=[C:8]2[N:4]([C:5]3[C:13]([C:14]4[CH:19]=[CH:18][C:17]([O:20][CH3:21])=[CH:16][CH:15]=4)=[CH:12][S:11][C:6]=3[C:7]2=[O:10])[CH:3]=1)([O-:26])=[O:25] |f:1.2|. Procedure: A solution of 1 mmol of the compound obtained in Example 12 in 50 ml of nitromethane is stirred for 12 hours at ambient temperature and the reaction mixture is then poured into a 1M potassium hydroxide solution. After extracting with dichloromethane, the organic phases are dried over sodium sulphate, filtered and concentrated under reduced pressure. Chromatography on silica gel (chloroform) allows the expected product to be isolated.